From a dataset of the Open Reaction Database (ORD), a public repository of structured organic reaction records. describe an organic reaction: reactants, conditions, products, and yield Reactants: C1CS(CCCC=2NC=3C=CC=CC3C21)(=O)=O (1,2,4,5,6,7-hexahydrothiocino[5,4-b]indole 3,3-dioxide), CN(CCCCl)C (3-dimethylaminopropyl chloride), [H-].[Na+] (sodium hydride). The solvent is CN(C=O)C (dimethylformamide), CN(C=O)C (dimethylformamide), CN(C=O)C (dimethylformamide). Conditions: temperature 90 celsius. The product is CN(CCCN1C2=C(C=3C=CC=CC13)CCS(CCC2)(=O)=O)C (N,N-dimethyl-1,2,4,5,6,7-hexahydrothiocino[5,4-b]indole-7-propanamine 3,3-dioxide). Reaction SMILES: [H-].[Na+].[CH2:3]1[C:17]2[C:16]3[CH:15]=[CH:14][CH:13]=[CH:12][C:11]=3[NH:10][C:9]=2[CH2:8][CH2:7][CH2:6][S:5](=[O:19])(=[O:18])[CH2:4]1.[CH3:20][N:21]([CH3:26])[CH2:22][CH2:23][CH2:24]Cl>CN(C)C=O>[CH3:20][N:21]([CH3:26])[CH2:22][CH2:23][CH2:24][N:10]1[C:11]2[CH:12]=[CH:13][CH:14]=[CH:15][C:16]=2[C:17]2[CH2:3][CH2:4][S:5](=[O:18])(=[O:19])[CH2:6][CH2:7][CH2:8][C:9]1=2 |f:0.1|. Procedure details: To a suspension of 2.1g (0.05 mole) of sodium hydride (57% dispersion in mineral oil) in 25 ml of dimethylformamide is added a solution of 12.47g (0.05 mole) of 1,2,4,5,6,7-hexahydrothiocino[5,4-b]indole 3,3-dioxide in 50 ml of dimethylformamide with stirring under nitrogen. The resulting mixture is stirred at 30°-35° C. for one hour. A solution of 6.03g (0.05 mole) of 3-dimethylaminopropyl chloride (freshly distilled) in 25 ml of dimethylformamide is added and the mixture is stirred at room tem... The reactants are ClC=1C=NC=C(C1N1CCC(CC1)C(=O)N)Cl (1-(3,5-dichloropyridin-4-yl)piperidine-4-carboxamide), C1(=CC=CC=C1)B(O)O (benzene boronic acid), C([O-])([O-])=O.[Na+].[Na+] (sodium carbonate). The reagents and catalysts are C=1C=CC(=CC1)[P](C=2C=CC=CC2)(C=3C=CC=CC3)[Pd]([P](C=4C=CC=CC4)(C=5C=CC=CC5)C=6C=CC=CC6)([P](C=7C=CC=CC7)(C=8C=CC=CC8)C=9C=CC=CC9)[P](C=1C=CC=CC1)(C=1C=CC=CC1)C=1C=CC=CC1 (tetrakis(triphenylphosphine)palladium(0)). Run in C(C)#N (acetonitrile). The product is ClC=1C=NC=C(C1N1CCC(CC1)C(=O)N)C1=CC=CC=C1 (1-(3-chloro-5-phenylpyridin-4-yl)piperidine-4-carboxamide). The yield is 21.6%. Reaction SMILES: Cl[C:2]1[CH:3]=[N:4][CH:5]=[C:6]([Cl:17])[C:7]=1[N:8]1[CH2:13][CH2:12][CH:11]([C:14]([NH2:16])=[O:15])[CH2:10][CH2:9]1.[C:18]1(B(O)O)[CH:23]=[CH:22][CH:21]=[CH:20][CH:19]=1.C(=O)([O-])[O-].[Na+].[Na+]>C1C=CC([P]([Pd]([P](C2C=CC=CC=2)(C2C=CC=CC=2)C2C=CC=CC=2)([P](C2C=CC=CC=2)(C2C=CC=CC=2)C2C=CC=CC=2)[P](C2C=CC=CC=2)(C2C=CC=CC=2)C2C=CC=CC=2)(C2C=CC=CC=2)C2C=CC=CC=2)=CC=1.C(#N)C>[Cl:17][C:6]1[CH:5]=[N:4][CH:3]=[C:2]([C:18]2[CH:23]=[CH:22][CH:21]=[CH:20][CH:19]=2)[C:7]=1[N:8]1[CH2:13][CH2:12][CH:11]([C:14]([NH2:16])=[O:15])[CH2:10][CH2:9]1 |f:2.3.4,^1:36,38,57,76|. Procedure details: General procedure D (See Example 4) was followed using 1-(3,5-dichloropyridin-4-yl)piperidine-4-carboxamide 23 (24 mg, 0.088 mmol), benzene boronic acid (13 mg, 0.11 mmol), tetrakis(triphenylphosphine)palladium(0) (5 mg, 5 mol %), acetonitrile (1 mL) and 0.5 M sodium carbonate (0.25 mL, 0.12 mmol) for 30 min. The crude product was purified by preparative hplc (H2O, MeCN, gradient 90:10 to 10:90 over 30 min) to furnish the title compound as a white solid (6 mg, 22%), LC-MS (ESI) Rt 1.63 min, m/z ... Reactants: O (water), [Al+3].[Cl-].[Cl-].[Cl-] (AlCl3), CC(=C)C1=CC=CC=C1 (α-methylstyrene). Run in ice water, C1(=CC=CC=C1)C (toluene), C1(=CC=CC=C1)C (toluene). Yields the product CC1(CC(C2=CC=CC=C12)(C1=CC=CC=C1)C)CC(C)(C1=CC=CC=C1)C (1,3-dimethyl-3-phenyl-1-(2-methyl-2-phenylpropyl) indane). The yield is 46.6%. As a reaction SMILES: [CH3:1][C:2]([C:4]1[CH:9]=[CH:8][CH:7]=[CH:6][CH:5]=1)=[CH2:3].[Al+3].[Cl-].[Cl-].[Cl-].O>C1(C)C=CC=CC=1>[CH3:3][C:2]1([CH2:3][C:2]([CH3:1])([C:4]2[CH:9]=[CH:8][CH:7]=[CH:6][CH:5]=2)[CH3:1])[C:9]2[C:4](=[CH:5][CH:6]=[CH:7][CH:8]=2)[C:2]([CH3:7])([C:1]2[CH:8]=[CH:9][CH:4]=[CH:5][CH:6]=2)[CH2:3]1 |f:1.2.3.4|. Procedure: To a four-necked 2000 ml-volume flask equipped with a stirring machine, a dropping funnel, a Dimroth condenser and a thermometer, there was added a solution of 300.4 g of α-methylstyrene in 1200 g of toluene, followed by setting the temperature thereof to 0° C. by dipping the flask in ice-water and gradual dropwise addition of 300 ml of a toluene solution containing a catalyst, i.e., 1.02 g AlCl3 -2.5 ml CH3NO3 to the contents of the flask with stirring. The reaction solution at the completion o... Reactants: BrC1=C(SC(=C1)I)C1=NN=CN1 (3-(3-bromo-5-iodo-2-thienyl)-4H-1,2,4-triazole), N,N-dimethylaminopyridine, C(C)(C)N(C(C)C)CC (N,N-diisopropylethylamine), CN(C=O)C (N,N-dimethylformamide), C[Si](CCOCCl)(C)C ([β-(Trimethylsilyl)ethoxy]methyl chloride). Solvent: CCOC(=O)C (EtOAc), O (Water). Reaction conditions: time 2 hour. The product is BrC1=C(SC(=C1)I)C1=NN(C=N1)COCC[Si](C)(C)C (3-(3-Bromo-5-iodo-2-thienyl)-1-{[2-(trimethylsilyl)ethoxy]methyl}-1H-1,2,4-triazole). RXN SMILES: [Br:1][C:2]1[CH:6]=[C:5]([I:7])[S:4][C:3]=1[C:8]1[NH:12][CH:11]=[N:10][N:9]=1.C(N(CC)C(C)C)(C)C.CN(C)C=O.[CH3:27][Si:28]([CH3:35])([CH3:34])[CH2:29][CH2:30][O:31][CH2:32]Cl>CCOC(C)=O.O>[Br:1][C:2]1[CH:6]=[C:5]([I:7])[S:4][C:3]=1[C:8]1[N:12]=[CH:11][N:10]([CH2:32][O:31][CH2:30][CH2:29][Si:28]([CH3:35])([CH3:34])[CH3:27])[N:9]=1. Procedure: Into a solution of 3-(3-bromo-5-iodo-2-thienyl)-4H-1,2,4-triazole (500.0 mg, 1.40 mmol), N,N-dimethylaminopyridine (17.2 mg, 0.140 mmol) and N,N-diisopropylethylamine (0.32 mL, 1.83 mmol) in N,N-dimethylformamide (17.0 mL, 220 mmol) was added [β-(Trimethylsilyl)ethoxy]methyl chloride (0.270 mL, 1.55 mmol) was added and the solution was stirred for 2 h at rt. Water (5.0 mL) and EtOAc (5 mL) were added, the organic layer was separated, washed with brine, dried over MgSO4, filtered, concentrated an... The reactants are [Cr](=O)(=O)([O-])O[Cr](=O)(=O)[O-].[K+].[K+] (potassium dichromate), S(O)(O)(=O)=O (sulfuric acid), ClC1=C(CO)C=C(C=C1)SC(F)(F)F (2-chloro-5-(trifluoromethylthio) benzyl alcohol). The reagents and catalysts are [Cl-].C(C)[N+](CC1=CC=CC=C1)(CC)CC (Triethylbenzylammonium chloride). Run in O (water), ClCCl (dichloromethane). Reaction conditions: time 4 hour. The product is ClC1=C(C=O)C=C(C=C1)SC(F)(F)F (2-chloro-5-(trifluoromethylthio)benzaldehyde). Isolated yield 86.2%. As a reaction SMILES: [Cl:1][C:2]1[CH:9]=[CH:8][C:7]([S:10][C:11]([F:14])([F:13])[F:12])=[CH:6][C:3]=1[CH2:4][OH:5].[Cr](O[Cr]([O-])(=O)=O)([O-])(=O)=O.[K+].[K+].S(=O)(=O)(O)O>[Cl-].C([N+](CC)(CC)CC1C=CC=CC=1)C.ClCCl.O>[Cl:1][C:2]1[CH:9]=[CH:8][C:7]([S:10][C:11]([F:14])([F:12])[F:13])=[CH:6][C:3]=1[CH:4]=[O:5] |f:1.2.3,5.6|. Reported procedure: Triethylbenzylammonium chloride (3.6 g) is added to a solution of 39.9 g of crude 2-chloro-5-(trifluoromethylthio) benzyl alcohol in 400 ml of dichloromethane and the mixture is treated dropwise at 15°-20° C. with a solution of 20.6 g of potassium dichromate in 270 ml of water containing 135 ml of sulfuric acid. The mixture is stirred for 4 hours at room temperature and allowed to stand overnight. The aqueous layer is then separated and the organic layer washed with water and a 5% sodium hydroxi... The reactants are CN, CC(=O)[O-], COc1cc(Cl)cc(Cl)c1C=O, ClCCl, Cl, C[N+](=O)[O-], [Na+], O. Yields the product COc1cc(Cl)cc(Cl)c1C=C[N+](=O)[O-]. Reaction SMILES: [CH3:14][NH2:15].[CH3:17][C:18](=[O:19])[O-:20].[Cl:1][c:2]1[c:3]([CH:4]=[O:5])[c:6]([O:11][CH3:12])[cH:7][c:8]([Cl:10])[cH:9]1.[Cl:26][CH2:27][Cl:28].[ClH:13].[N+:21](=[O:22])([O-:23])[CH3:24].[Na+:16].[OH2:25]>>[Cl:1][c:2]1[c:3]([CH:4]=[CH:24][N+:21](=[O:22])[O-:23])[c:6]([O:11][CH3:12])[cH:7][c:8]([Cl:10])[cH:9]1. Reactants: OC1=C(C2=C(C(CO2)=O)C=C1)CN1CCN(CC1)C(=O)OC(C)(C)C (tert-butyl 4-[(6-hydroxy-3-oxo-2,3-dihydrobenzofuran-7-yl)methyl]piperazine-1-carboxylate), C(CC)O (n-propanol), C1(=CC=CC=C1)P(C1=CC=CC=C1)C1=CC=CC=C1 (triphenylphosphine), solution, N(=NC(=O)OCC)C(=O)OCC (diethyl azodicarboxylate). Run in C1(=CC=CC=C1)C (toluene), C1(=CC=CC=C1)C (toluene). Reaction conditions: temperature 110 celsius, time 5 hour. Product: O=C1COC2=C1C=CC(=C2CN2CCN(CC2)C(=O)OC(C)(C)C)OCCC (tert-butyl 4-[(3-oxo-6-propoxy-2,3-dihydrobenzofuran-7-yl)methyl]piperazine-1-carboxylate). The yield is 35.0%. As a reaction SMILES: [OH:1][C:2]1[CH:11]=[CH:10][C:5]2[C:6](=[O:9])[CH2:7][O:8][C:4]=2[C:3]=1[CH2:12][N:13]1[CH2:18][CH2:17][N:16]([C:19]([O:21][C:22]([CH3:25])([CH3:24])[CH3:23])=[O:20])[CH2:15][CH2:14]1.[CH2:26](O)[CH2:27][CH3:28].C1(P(C2C=CC=CC=2)C2C=CC=CC=2)C=CC=CC=1.N(C(OCC)=O)=NC(OCC)=O>C1(C)C=CC=CC=1>[O:9]=[C:6]1[C:5]2[CH:10]=[CH:11][C:2]([O:1][CH2:26][CH2:27][CH3:28])=[C:3]([CH2:12][N:13]3[CH2:14][CH2:15][N:16]([C:19]([O:21][C:22]([CH3:25])([CH3:24])[CH3:23])=[O:20])[CH2:17][CH2:18]3)[C:4]=2[O:8][CH2:7]1. Reported procedure: A solution of tert-butyl 4-[(6-hydroxy-3-oxo-2,3-dihydrobenzofuran-7-yl)methyl]piperazine-1-carboxylate (0.522 g, 1.50 mmol), n-propanol (0.135 mL, 1.80 mmol) and triphenylphosphine (0.590 g, 2.25 mmol) in toluene (6 mL) was added with a 40% solution of diethyl azodicarboxylate in toluene (0.980 g, 2.25 mmol), and the mixture was stirred at 110° C. for 5 hours in a sealed tube. The reaction mixture was concentrated, and the resulting residue was subjected to silica gel column chromatography (chl...